Dataset: the Open Reaction Database (ORD), a public repository of structured organic reaction records. Task: describe an organic reaction: reactants, conditions, products, and yield Starting materials: O=[N+]([O-])c1ccc(Br)cc1F, CCCN, CN1CCCC1=O, CCN(C(C)C)C(C)C, O. The product is CCCNc1cc(Br)ccc1[N+](=O)[O-]. RXN SMILES: [Br:1][c:2]1[cH:3][c:4]([F:11])[c:5]([N+:8](=[O:9])[O-:10])[cH:6][cH:7]1.[CH3:21][CH2:22][CH2:23][NH2:24].[CH3:26][N:27]1[CH2:28][CH2:29][CH2:30][C:31]1=[O:32].[CH:12]([N:13]([CH:14]([CH3:15])[CH3:16])[CH2:17][CH3:18])([CH3:19])[CH3:20].[OH2:25]>>[Br:1][c:2]1[cH:3][c:4]([NH:24][CH2:23][CH2:22][CH3:21])[c:5]([N+:8](=[O:9])[O-:10])[cH:6][cH:7]1. Reactants: C(C1=CC=CC=C1)OC(C1=CC(=CC=C1)C1=C(CCC1)C1=C(C=CC(=C1)S(=O)(=O)C)OCC1=CC=CC=C1)=O (3-{2-[5-methylsulfonyl-(benzyloxy)-phenyl]-cyclopent-1-enyl}-benzoic acid benzyl ester). Solvent: C(C)O (ethanol), [OH-].[Na+] (sodium hydroxide), O (water). Yields the product CS(=O)(=O)C=1C=CC(=C(C1)C1=C(CCC1)C=1C=C(C(=O)O)C=CC1)OCC1=CC=CC=C1 (3-{2-[5-methylsulfonyl-2-(benzyloxy)-phenyl]-cyclopent-1-enyl}-benzoic acid). Reaction SMILES: C([O:8][C:9](=[O:39])[C:10]1[CH:15]=[CH:14][CH:13]=[C:12]([C:16]2[CH2:20][CH2:19][CH2:18][C:17]=2[C:21]2[CH:26]=[C:25]([S:27]([CH3:30])(=[O:29])=[O:28])[CH:24]=[CH:23][C:22]=2[O:31][CH2:32][C:33]2[CH:38]=[CH:37][CH:36]=[CH:35][CH:34]=2)[CH:11]=1)C1C=CC=CC=1>C(O)C.[OH-].[Na+].O>[CH3:30][S:27]([C:25]1[CH:24]=[CH:23][C:22]([O:31][CH2:32][C:33]2[CH:34]=[CH:35][CH:36]=[CH:37][CH:38]=2)=[C:21]([C:17]2[CH2:18][CH2:19][CH2:20][C:16]=2[C:12]2[CH:11]=[C:10]([CH:15]=[CH:14][CH:13]=2)[C:9]([OH:39])=[O:8])[CH:26]=1)(=[O:28])=[O:29] |f:2.3|. Procedure: A solution of 3-{2-[5-methylsulfonyl-(benzyloxy)-phenyl]-cyclopent-1-enyl}-benzoic acid benzyl ester (30 mg, 0.059 mmol) in ethanol (5 ml) and 2M sodium hydroxide (1 ml) was left at room temperature for 20 hours then diluted with water, washed with ether and the aqueous phase separated, acidified with 2M hydrochloric acid and extracted with ether. The organic extract was dried (MgSO4), evaporated to dryness and the residue triturated with iso-hexane to yield the title compound as a white solid. ... Reactants: COCCOS(=O)(=O)c1ccc(C)cc1, CS(C)=O, O=C(O)C(F)(F)F, NC1CCC(Nc2cc(-c3nc(NCC4CCOCC4)ccc3F)c(Cl)cn2)CC1, [Na+], [Na+], O=C([O-])[O-]. The product is COCCNC1CCC(Nc2cc(-c3nc(NCC4CCOCC4)ccc3F)c(Cl)cn2)CC1. As a reaction SMILES: [CH3:44][O:45][CH2:46][CH2:47][O:48][S:49]([c:50]1[cH:51][cH:52][c:53]([CH3:54])[cH:55][cH:56]1)(=[O:57])=[O:58].[CH3:59][S:60]([CH3:61])=[O:62].[F:1][C:2]([F:3])([F:4])[C:5]([OH:6])=[O:7].[NH2:8][CH:9]1[CH2:10][CH2:11][CH:12]([NH:15][c:16]2[n:17][cH:18][c:19]([Cl:37])[c:20](-[c:22]3[n:23][c:24]([NH:29][CH2:30][CH:31]4[CH2:32][CH2:33][O:34][CH2:35][CH2:36]4)[cH:25][cH:26][c:27]3[F:28])[cH:21]2)[CH2:13][CH2:14]1.[Na+:38].[Na+:39].[O-:40][C:41](=[O:42])[O-:43]>>[NH:8]([CH:9]1[CH2:10][CH2:11][CH:12]([NH:15][c:16]2[n:17][cH:18][c:19]([Cl:37])[c:20](-[c:22]3[n:23][c:24]([NH:29][CH2:30][CH:31]4[CH2:32][CH2:33][O:34][CH2:35][CH2:36]4)[cH:25][cH:26][c:27]3[F:28])[cH:21]2)[CH2:13][CH2:14]1)[CH2:47][CH2:46][O:45][CH3:44]. Solvent: C(C)(=O)O (acetic acid), O (water). The product is [N+](=O)([O-])C=1C=NC=2N(C1)N=C(C2)OCCO (2-(6-nitropyrazolo[1,5-a]pyrimidin-2-yloxy)ethanol). As a reaction SMILES: O.[Na].[N+:3]([CH:6]([CH:9]=O)[CH:7]=O)([O-:5])=[O:4].[NH2:11][C:12]1[NH:16][N:15]=[C:14]([O:17][CH2:18][CH2:19][OH:20])[CH:13]=1>C(O)(=O)C.O>[N+:3]([C:6]1[CH:7]=[N:11][C:12]2[N:16]([N:15]=[C:14]([O:17][CH2:18][CH2:19][OH:20])[CH:13]=2)[CH:9]=1)([O-:5])=[O:4] |f:0.1.2,^1:1|. Isolated yield 36.9%. Run at temperature 90 celsius. Reactants: O.[Na].[N+](=O)([O-])C(C=O)C=O (Nitromalonaldehyde sodium salt monohydrate), NC1=CC(=NN1)OCCO (2-(5-amino-1H-pyrazol-3-yloxy)ethanol). Reported procedure: Nitromalonaldehyde sodium salt monohydrate (1.46 g, 9.29 mmol) was added to crude 2-(5-amino-1H-pyrazol-3-yloxy)ethanol (3.28 g) with salts (1.33 g, 9.29 mmol theoretical) in acetic acid (10 mL). This was heated at 90° C. for 2 hours. The cooled reaction mixture was diluted with water, and the mixture was extracted twice with DCM containing 25% IPA. The organic extracts were dried over magnesium sulfate, filtered, and evaporated to yield regioisomer 2-(6-nitropyrazolo[1,5-a]pyrimidin-2-yloxy)eth... Conditions: time 1 hour. Product: C(CCCCCCCCCCC)N1N=C(N=N1)C(C(=O)NC1=C(C=C(C=C1OC)OC)OC)C1=CC=CC=C1 ((±) 2-Dodecyl-α-phenyl-N-(2,4,6-trimethoxyphenyl)-2H-tetrazole-5-acetamide). The reactants are C(CCCCCCCCCCC)N1N=C(N=N1)C(C(=O)O)C1=CC=CC=C1 ((±) 2-Dodecyl-α-phenyl-2H-tetrazole-5-acetic acid), Cl (HCl), C(=O)(N1C=NC=C1)N1C=NC=C1 (carbonyldiimidazole), COC1=C(N)C(=CC(=C1)OC)OC (2,4,6-trimethoxyaniline). Run in O1CCCC1 (tetrahydrofuran), C(C)(=O)OCC (Ethyl acetate). Procedure: The compound obtained in (d) above (6.58 g; 17.6 mmoles) was dissolved in tetrahydrofuran (50 mL), treated with carbonyldiimidazole (3.1 g; 19.1 mmoles), and stirred for 1 hour at room temperature under an atmosphere of N2. A solution of 2,4,6-trimethoxyaniline (3.2 g; 17.6 mmoles/50 mL THF) was then added in one portion and the solution was stirred at room temperature for overnight. Ethyl acetate (150 mL) was then added as well as aqueous HCl (1N). The layers were separated and the organic port... RXN SMILES: [CH2:1]([N:13]1[N:17]=[N:16][C:15]([CH:18]([C:22]2[CH:27]=[CH:26][CH:25]=[CH:24][CH:23]=2)[C:19]([OH:21])=O)=[N:14]1)[CH2:2][CH2:3][CH2:4][CH2:5][CH2:6][CH2:7][CH2:8][CH2:9][CH2:10][CH2:11][CH3:12].C(N1C=CN=C1)(N1C=CN=C1)=O.[CH3:40][O:41][C:42]1[CH:48]=[C:47]([O:49][CH3:50])[CH:46]=[C:45]([O:51][CH3:52])[C:43]=1[NH2:44].Cl>O1CCCC1.C(OCC)(=O)C>[CH2:1]([N:13]1[N:17]=[N:16][C:15]([CH:18]([C:22]2[CH:27]=[CH:26][CH:25]=[CH:24][CH:23]=2)[C:19]([NH:44][C:43]2[C:45]([O:51][CH3:52])=[CH:46][C:47]([O:49][CH3:50])=[CH:48][C:42]=2[O:41][CH3:40])=[O:21])=[N:14]1)[CH2:2][CH2:3][CH2:4][CH2:5][CH2:6][CH2:7][CH2:8][CH2:9][CH2:10][CH2:11][CH3:12]. Reactants: NC1=NC=C(C(=C1N)N[C@H]1[C@H]([C@@H]2C=C[C@H]1C2)C(=O)N)Br ((1S,2S,3R,4R)-3-(2,3-Diamino-5-bromo-pyridin-4-ylamino)-bicyclo[2.2.1]hept-5-ene-2-carboxylic acid amide), ClC1=C(C=O)C=CC=C1 (2-Chlorobenzaldehyde), C(C)(=O)[O-].[NH4+] (Ammonium acetate). Product: BrC=1C(=C2C(=NC1)NC(=N2)C2=C(C=CC=C2)Cl)N[C@H]2[C@H]([C@@H]1C=C[C@H]2C1)C(=O)N ((1S,2S,3R,4R)-3-[6-Bromo-2-(2-chloro-phenyl)-3H-imidazo[4,5-b]pyridin-7-ylamino]-bicyclo[2.2.1]hept-5-ene-2-carboxylic acid amide). Yield: 50.4%. RXN SMILES: [NH2:1][C:2]1[C:7]([NH2:8])=[C:6]([NH:9][C@@H:10]2[C@@H:15]3[CH2:16][C@@H:12]([CH:13]=[CH:14]3)[C@@H:11]2[C:17]([NH2:19])=[O:18])[C:5]([Br:20])=[CH:4][N:3]=1.[Cl:21][C:22]1[CH:29]=[CH:28][CH:27]=[CH:26][C:23]=1[CH:24]=O.C([O-])(=O)C.[NH4+]>>[Br:20][C:5]1[C:6]([NH:9][C@@H:10]2[C@@H:15]3[CH2:16][C@@H:12]([CH:13]=[CH:14]3)[C@@H:11]2[C:17]([NH2:19])=[O:18])=[C:7]2[N:8]=[C:24]([C:23]3[CH:26]=[CH:27][CH:28]=[CH:29][C:22]=3[Cl:21])[NH:1][C:2]2=[N:3][CH:4]=1 |f:2.3|. Procedure: In a similar fashion to Compound LXXXVII, (1S,2S,3R,4R)-3-(2,3-Diamino-5-bromo-pyridin-4-ylamino)-bicyclo[2.2.1]hept-5-ene-2-carboxylic acid amide (75 mg, 0.22 mmol), 2-Chlorobenzaldehyde (34.3 mg, 0.244 mmol), and Ammonium acetate (34.2 mg, 0.444 mmol) were reacted to produce 50.82 mg (50%) of the title compound. (300 MHz, DMSO-d6) 13.16 (s, 1H), 8.07 (s, 1H), 7.84 (m, 1H), 7.72 (s, 1H), 7.64 (m, 1H), 7.52 (m, 2H), 7.20 (s, 1H), 7.14 (d, J=9 Hz, 1H), 6.29 (s, 2H), 5.21 (t, J=17 Hz, 8.5 Hz, 1H),...